This data is from the Open Reaction Database (ORD), a public repository of structured organic reaction records. The task is: describe an organic reaction: reactants, conditions, products, and yield Starting materials: Oc1ccccc1Br, CC(=O)O, O, O=[N+]([O-])O. Yields the product O=[N+]([O-])c1cccc(Br)c1O. As a reaction SMILES: [Br:1][c:2]1[c:3]([OH:8])[cH:4][cH:5][cH:6][cH:7]1.[CH3:9][C:10](=[O:11])[OH:12].[OH2:17].[OH:13][N+:14]([O-:15])=[O:16]>>[Br:1][c:2]1[c:3]([OH:8])[c:4]([N+:14](=[O:13])[O-:15])[cH:5][cH:6][cH:7]1. Starting materials: [Al+3], CC(=O)Nc1c(-c2ccccc2)sc2ccccc12, ClCCl, [H-], [H-], [H-], [H-], [Li+], C1COCCO1, O. Product: CCNc1c(-c2ccccc2)sc2ccccc12. RXN SMILES: [Al+3:21].[C:1]([CH3:2])(=[O:3])[NH:4][c:5]1[c:6]2[c:7]([s:8][c:9]1-[c:10]1[cH:11][cH:12][cH:13][cH:14][cH:15]1)[cH:16][cH:17][cH:18][cH:19]2.[Cl:27][CH2:28][Cl:29].[H-:20].[H-:23].[H-:24].[H-:25].[Li+:22].[O:30]1[CH2:31][CH2:32][O:33][CH2:34][CH2:35]1.[OH2:26]>>[CH2:1]([CH3:2])[NH:4][c:5]1[c:6]2[c:7]([s:8][c:9]1-[c:10]1[cH:11][cH:12][cH:13][cH:14][cH:15]1)[cH:16][cH:17][cH:18][cH:19]2. Reactants: C(\C=C\CCCCC)(=O)O ((E)-oct-2-enoic acid), COC([C@H](N)CC(C)C)=O (D-leucine methyl ester). Product: CC(C[C@H](C(=O)OC)NC(\C=C\CCCCC)=O)C ((R,E)-methyl 4-methyl-2-oct-2-enamidopentanoate). RXN SMILES: [C:1]([OH:10])(=O)/[CH:2]=[CH:3]/[CH2:4][CH2:5][CH2:6][CH2:7][CH3:8].[CH3:11][O:12][C:13](=[O:20])[C@@H:14]([CH2:16][CH:17]([CH3:19])[CH3:18])[NH2:15]>>[CH3:18][CH:17]([CH3:19])[CH2:16][C@@H:14]([NH:15][C:1](=[O:10])/[CH:2]=[CH:3]/[CH2:4][CH2:5][CH2:6][CH2:7][CH3:8])[C:13]([O:12][CH3:11])=[O:20]. Reported procedure: Prepared in a similar manner as described in example 4 from (E)-oct-2-enoic acid and D-leucine methyl ester. MS (M+H, 270). Product: CN1C(C)(C)CC(OC(=O)N=NC(=O)OC2CC(C)(C)N(C)C(C)(C)C2)CC1(C)C. Starting materials: CC(=O)O, CC(=O)O, ClCCl, CC#N, Ic1ccccc1, CN1C(C)(C)CC(OC(=O)NNC(=O)OC2CC(C)(C)N(C)C(C)(C)C2)CC1(C)C, O=C(O)C(F)(F)F. RXN SMILES: [C:38]([OH:39])(=[O:40])[CH3:41].[C:42]([OH:43])(=[O:44])[CH3:45].[CH2:56]([Cl:57])[Cl:58].[CH3:53][C:54]#[N:55].[I:46][c:47]1[cH:48][cH:49][cH:50][cH:51][cH:52]1.[NH:1]([NH:2][C:3](=[O:4])[O:5][CH:6]1[CH2:7][C:8]([CH3:15])([CH3:16])[N:9]([CH3:14])[C:10]([CH3:12])([CH3:13])[CH2:11]1)[C:17](=[O:18])[O:19][CH:20]1[CH2:21][C:22]([CH3:29])([CH3:30])[N:23]([CH3:28])[C:24]([CH3:26])([CH3:27])[CH2:25]1.[OH:31][C:32]([C:33]([F:34])([F:35])[F:36])=[O:37]>>[N:1](=[N:2][C:3](=[O:4])[O:5][CH:6]1[CH2:7][C:8]([CH3:15])([CH3:16])[N:9]([CH3:14])[C:10]([CH3:12])([CH3:13])[CH2:11]1)[C:17](=[O:18])[O:19][CH:20]1[CH2:21][C:22]([CH3:29])([CH3:30])[N:23]([CH3:28])[C:24]([CH3:26])([CH3:27])[CH2:25]1. Starting materials: FC(C=1C(=NOC1C(=O)O)C1=CC=CC=C1)F (4-(difluoromethyl)-3-phenylisoxazole-5-carboxylic acid), O\N=C(/N)\C1=CC=C(CN2CC(C2)C(=O)OC(C)(C)C)C=C1 ((Z)-tert-butyl 1-(4-(N′-hydroxycarbamimidoyl)benzyl)azetidine-3-carboxylate), C=1C=CC2=C(C1)N=NN2O (HOBT), C(CCl)Cl (EDC), C(C)(C)N(CC)C(C)C (diisopropylethylamine). Solvent: CN(C)C=O (DMF). Conditions: temperature 55 celsius, time 18 hour. Product: FC(C=1C(=NOC1C1=NC(=NO1)C1=CC=C(CN2CC(C2)C(=O)OC(C)(C)C)C=C1)C1=CC=CC=C1)F (tert-butyl 1-(4-(5-(4-(difluoromethyl)-3-phenylisoxazol-5-yl)-1,2,4-oxadiazol-3-yl)benzyl)azetidine-3-carboxylate). Yield: 38.6%. Reaction SMILES: [F:1][CH:2]([F:17])[C:3]1[C:4]([C:11]2[CH:16]=[CH:15][CH:14]=[CH:13][CH:12]=2)=[N:5][O:6][C:7]=1[C:8]([OH:10])=O.O/[N:19]=[C:20](/[C:22]1[CH:39]=[CH:38][C:25]([CH2:26][N:27]2[CH2:30][CH:29]([C:31]([O:33][C:34]([CH3:37])([CH3:36])[CH3:35])=[O:32])[CH2:28]2)=[CH:24][CH:23]=1)\[NH2:21].C1C=CC2N(O)N=NC=2C=1.C(Cl)CCl.C(N(C(C)C)CC)(C)C>CN(C=O)C>[F:17][CH:2]([F:1])[C:3]1[C:4]([C:11]2[CH:16]=[CH:15][CH:14]=[CH:13][CH:12]=2)=[N:5][O:6][C:7]=1[C:8]1[O:10][N:21]=[C:20]([C:22]2[CH:23]=[CH:24][C:25]([CH2:26][N:27]3[CH2:28][CH:29]([C:31]([O:33][C:34]([CH3:35])([CH3:37])[CH3:36])=[O:32])[CH2:30]3)=[CH:38][CH:39]=2)[N:19]=1. Reported procedure: A mixture of 4-(difluoromethyl)-3-phenylisoxazole-5-carboxylic acid (28 mg, 0.117 mmol), (Z)-tert-butyl 1-(4-(N′-hydroxycarbamimidoyl)benzyl)azetidine-3-carboxylate, Int.1, (35.7 mg, 0.117 mmol), HOBT (28.7 mg, 0.187 mmol), EDC (52.7 mg, 0.275 mmol) and diisopropylethylamine (82 μL, 0.468 mmol) in DMF was stirred at rt for 3 hr and at 55° C. for 18 hr. The reaction mixture was partitioned between EtOAc (30 ml) and saturated sodium bicarbonate solution (30 ml). The organic layer was washed with w... The reactants are C(N)(=O)CC1=C(OCC2CO2)C=CC=C1 (1-(2-carbamoylmethylphenoxy)-2,3-epoxypropane), COC1=C(C=CC=C1)N1CCNCC1 (1-(2-methoxyphenyl)piperazine). Solvent: C(C)O (ethanol). Product: C(N)(=O)CC1=C(OCC(CN2CCN(CC2)C2=C(C=CC=C2)OC)O)C=CC=C1 (1-(2-carbamoylmethylphenoxy)-3-[4-(2-methoxyphenyl)piperazin-1-yl]propan-2-ol). As a reaction SMILES: [C:1]([CH2:4][C:5]1[CH:15]=[CH:14][CH:13]=[CH:12][C:6]=1[O:7][CH2:8][CH:9]1[O:11][CH2:10]1)(=[O:3])[NH2:2].[CH3:16][O:17][C:18]1[CH:23]=[CH:22][CH:21]=[CH:20][C:19]=1[N:24]1[CH2:29][CH2:28][NH:27][CH2:26][CH2:25]1>C(O)C>[C:1]([CH2:4][C:5]1[CH:15]=[CH:14][CH:13]=[CH:12][C:6]=1[O:7][CH2:8][CH:9]([OH:11])[CH2:10][N:27]1[CH2:26][CH2:25][N:24]([C:19]2[CH:20]=[CH:21][CH:22]=[CH:23][C:18]=2[O:17][CH3:16])[CH2:29][CH2:28]1)(=[O:3])[NH2:2]. Procedure details: A solution consisting of 5.0 g. of 1-(2-carbamoylmethylphenoxy)-2,3-epoxypropane and 4.6 g. of 1-(2-methoxyphenyl)piperazine dissolved in 50 ml. of ethanol was allowed to stand at room temperature (~25°C.) for a period of approximately 16 hours. At the end of this time, the resultant precipitate was removed from the reaction mixture by means of suction filtration and subsequently recrystallized from ethyl acetate to give 1-(2-carbamoylmethylphenoxy)-3-[4-(2-methoxyphenyl)piperazin-1-yl]propan-2-... Reactants: 31.5, NC1=C(C=C(C=C1)C(=O)C1=CC=CC=C1)[N+](=O)[O-] ((4-amino-3-nitrophenyl)phenylmethanone), CC(CO)(CO)C (2,2-dimethyl-1,3-propanediol), CC1=CC=C(C=C1)S(=O)(=O)O (4-methylbenzenesulfonic acid), C(CCC)O (butanol). Solvent: CC1=CC=CC=C1 (methylbenzene), O (water). Product: 27.5, CC1(COC(OC1)(C1=CC=CC=C1)C1=CC(=C(C=C1)N)[N+](=O)[O-])C (4-(5,5-dimethyl-2-phenyl-1,3-dioxan-2-yl)-2-nitrobenzenamine). Yield: 55.0%. RXN SMILES: [NH2:1][C:2]1[CH:7]=[CH:6][C:5]([C:8]([C:10]2[CH:15]=[CH:14][CH:13]=[CH:12][CH:11]=2)=[O:9])=[CH:4][C:3]=1[N+:16]([O-:18])=[O:17].[CH3:19][C:20]([CH3:25])([CH2:23]O)[CH2:21][OH:22].CC1C=CC(S(O)(=O)=O)=CC=1.C(O)CCC>O.CC1C=CC=CC=1>[CH3:19][C:20]1([CH3:25])[CH2:21][O:22][C:8]([C:5]2[CH:6]=[CH:7][C:2]([NH2:1])=[C:3]([N+:16]([O-:18])=[O:17])[CH:4]=2)([C:10]2[CH:15]=[CH:14][CH:13]=[CH:12][CH:11]=2)[O:9][CH2:23]1. Reported procedure: A mixture of 31.5 parts of (4-amino-3-nitrophenyl)phenylmethanone, 21 parts of 2,2-dimethyl-1,3-propanediol, 2 parts of 4-methylbenzenesulfonic acid, 40 parts of butanol and 450 parts of methylbenzene is stirred and refluxed for 16 hours with water-separator. The reaction mixture is cooled and washed with ammonium hydroxide. The organic phase is dried, filtered and evaporated. The residue is crystallized from 2,2'-oxybispropane, yielding 27.5 parts (55%) of 4-(5,5-dimethyl-2-phenyl-1,3-dioxan-2-...